The task is: describe an organic reaction: reactants, conditions, products, and yield. This data is from the Open Reaction Database (ORD), a public repository of structured organic reaction records. Starting materials: Cc1cc2[nH]c(C(=O)O)cc2cc1OCc1ccccc1, Cl, [Cu], c1ccc2ncccc2c1. The product is Cc1cc2[nH]ccc2cc1OCc1ccccc1. As a reaction SMILES: [CH2:1]([c:2]1[cH:3][cH:4][cH:5][cH:6][cH:7]1)[O:8][c:9]1[cH:10][c:11]2[cH:12][c:13]([C:19]([OH:20])=[O:21])[nH:14][c:15]2[cH:16][c:17]1[CH3:18].[ClH:22].[Cu:33].[cH:23]1[cH:24][c:25]2[c:26]([n:27][cH:28][cH:29][cH:30]2)[cH:31][cH:32]1>>[CH2:1]([c:2]1[cH:3][cH:4][cH:5][cH:6][cH:7]1)[O:8][c:9]1[cH:10][c:11]2[cH:12][cH:13][nH:14][c:15]2[cH:16][c:17]1[CH3:18]. Starting materials: C(C1=CC=CC=C1)(=O)C1=C(C=C(C(=O)O)C=C1[N+](=O)[O-])OCCCC (4-benzoyl-3-n-butoxy-5-nitrobenzoic acid), C(C1=CC=CC=C1)(=O)C1=C(C=C(C(=O)O)C=C1[N+](=O)[O-])OCC1=NC=CC=C1 (4-benzoyl-5-nitro-3-(2-pyridylmethoxy)benzoic acid). Yields the product NC=1C(=C(C=C(C(=O)O)C1)OCC1=NC=CC=C1)C(C1=CC=CC=C1)=O (5-amino-4-benzoyl-3-(2-pyridylmethoxy)benzoic acid). RXN SMILES: C(C1C([N+]([O-])=O)=CC(C(O)=O)=CC=1OCCCC)(=O)C1C=CC=CC=1.[C:26]([C:34]1[C:42]([N+:43]([O-])=O)=[CH:41][C:37]([C:38]([OH:40])=[O:39])=[CH:36][C:35]=1[O:46][CH2:47][C:48]1[CH:53]=[CH:52][CH:51]=[CH:50][N:49]=1)(=[O:33])[C:27]1[CH:32]=[CH:31][CH:30]=[CH:29][CH:28]=1>>[NH2:43][C:42]1[C:34]([C:26](=[O:33])[C:27]2[CH:32]=[CH:31][CH:30]=[CH:29][CH:28]=2)=[C:35]([O:46][CH2:47][C:48]2[CH:53]=[CH:52][CH:51]=[CH:50][N:49]=2)[CH:36]=[C:37]([CH:41]=1)[C:38]([OH:40])=[O:39]. Procedure: By replacing in Example 1, step C, 4-benzoyl-3-n-butoxy-5-nitrobenzoic acid with 4-benzoyl-5-nitro-3-(2-pyridylmethoxy)benzoic acid, and following the procedure described, 5-amino-4-benzoyl-3-(2-pyridylmethoxy)benzoic acid is obtained with a melting point of 212°-213° C. The reactants are C1CCOC1, CC(C)[N-]C(C)C, CC1COCCN1c1nc(Cl)nc2c1ncn2C, [Li+], O=C1CCOCC1. Yields the product CC1COCCN1c1nc(Cl)nc2c1nc(C1(O)CCOCC1)n2C. RXN SMILES: [CH2:34]1[O:35][CH2:36][CH2:37][CH2:38]1.[CH:19]([N-:20][CH:21]([CH3:22])[CH3:23])([CH3:24])[CH3:25].[Cl:1][c:2]1[n:3][c:4]([N:12]2[CH:13]([CH3:18])[CH2:14][O:15][CH2:16][CH2:17]2)[c:5]2[n:6][cH:7][n:8]([CH3:11])[c:9]2[n:10]1.[Li+:26].[O:27]1[CH2:28][CH2:29][C:30](=[O:33])[CH2:31][CH2:32]1>>[Cl:1][c:2]1[n:3][c:4]([N:12]2[CH:13]([CH3:18])[CH2:14][O:15][CH2:16][CH2:17]2)[c:5]2[n:6][c:7]([C:30]3([OH:33])[CH2:29][CH2:28][O:27][CH2:32][CH2:31]3)[n:8]([CH3:11])[c:9]2[n:10]1. Reactants: COC(C1=CC=C(C=C1)CN(C(NCl)=O)C1=CC=C(C=C1)C1CCCCC1)=O (N-chlorocarbamoyl-4-[(4-cyclohexylphenylamino)methyl]benzoic acid methyl ester), Cl.C(C)OC([C@@H](CN)O)=O ((R)-isoserine ethyl ester hydrochloride), C1(=C(C=CC=C1)CN)C1=CC=CC=C1 (biphenyl-2-ylmethylamine), COC(C1=CC=CC=C1)=O (benzoic acid methyl ester). Product: C1(=C(C=CC=C1)CNC(N(C1=CC=C(C=C1)C1CCCCC1)CC1=CC=C(C(=O)NC[C@H](C(=O)O)O)C=C1)=O)C1=CC=CC=C1 (3-{4-[3-Biphenyl-2-ylmethyl-1-(4-cyclohexylphenyl)ureidomethyl]benzoylamino}-2(R)-hydroxypropionic Acid). RXN SMILES: CO[C:3](=[O:28])[C:4]1[CH:9]=[CH:8][C:7]([CH2:10][N:11]([C:16]2[CH:21]=[CH:20][C:19]([CH:22]3[CH2:27][CH2:26][CH2:25][CH2:24][CH2:23]3)=[CH:18][CH:17]=2)[C:12](=[O:15])[NH:13]Cl)=[CH:6][CH:5]=1.[C:29]1([C:37]2[CH:42]=[CH:41][CH:40]=[CH:39][CH:38]=2)[CH:34]=[CH:33][CH:32]=[CH:31][C:30]=1[CH2:35]N.COC(=O)C1C=CC=CC=1.Cl.C([O:56][C:57](=[O:62])[C@H:58]([OH:61])[CH2:59][NH2:60])C>>[C:29]1([C:37]2[CH:42]=[CH:41][CH:40]=[CH:39][CH:38]=2)[CH:34]=[CH:33][CH:32]=[CH:31][C:30]=1[CH2:35][NH:13][C:12](=[O:15])[N:11]([CH2:10][C:7]1[CH:6]=[CH:5][C:4]([C:3]([NH:60][CH2:59][C@@H:58]([OH:61])[C:57]([OH:62])=[O:56])=[O:28])=[CH:9][CH:8]=1)[C:16]1[CH:21]=[CH:20][C:19]([CH:22]2[CH2:23][CH2:24][CH2:25][CH2:26][CH2:27]2)=[CH:18][CH:17]=1 |f:3.4|. Procedure details: This compound was prepared similarly as described in example 35 from N-chlorocarbamoyl-4-[(4-cyclohexylphenylamino)methyl]benzoic acid methyl ester and biphenyl-2-ylmethylamine followed by hydrolysis of the benzoic acid methyl ester, coupling with (R)-isoserine ethyl ester hydrochloride. Hydrolysis afforded the title compound. Reactants: O=C([O-])O, CN([SiH](C)C)[Si](C)(C)C, COC(=O)OC1OC(C)C(OC(=O)OC)C1OC(=O)OC, CC#N, ClCCl, Nc1nc(=O)[nH]cc1F, C[Si](C)(C)OS(=O)(=O)C(F)(F)F, [NH4+], [NH4+], [Na+], O=S(=O)([O-])[O-], O. Product: COC(=O)OC1C(C)OC(n2cc(F)c(N)nc2=O)C1OC(=O)OC. Reaction SMILES: [C:59](=[O:60])([O-:61])[OH:62].[CH3:10][SiH:11]([CH3:12])[N:13]([CH3:14])[Si:15]([CH3:16])([CH3:17])[CH3:18].[CH3:26][O:27][C:28]([O:29][CH:31]1[CH:32]([O:33][C:34](=[O:35])[O:36][CH3:37])[CH:38]([O:39][C:40](=[O:41])[O:42][CH3:43])[CH:44]([CH3:46])[O:45]1)=[O:30].[CH3:68][C:69]#[N:70].[Cl:64][CH2:65][Cl:66].[F:1][c:2]1[c:3]([NH2:9])[n:4][c:5](=[O:8])[nH:6][cH:7]1.[F:47][C:48]([F:49])([F:50])[S:51]([O:52][Si:53]([CH3:54])([CH3:55])[CH3:56])(=[O:57])=[O:58].[NH4+:19].[NH4+:20].[Na+:63].[O-:21][S:22](=[O:23])(=[O:24])[O-:25].[OH2:67]>>[F:1][c:2]1[c:3]([NH2:9])[n:4][c:5](=[O:8])[n:6]([CH:31]2[CH:32]([O:33][C:34](=[O:35])[O:36][CH3:37])[CH:38]([O:39][C:40](=[O:41])[O:42][CH3:43])[CH:44]([CH3:46])[O:45]2)[cH:7]1.